The task is: describe an organic reaction: reactants, conditions, products, and yield. This data is from the Open Reaction Database (ORD), a public repository of structured organic reaction records. The reactants are Cl(=O)(=O)(=O)O (perchloric acid), O1CCCC1 (tetrahydrofuran), CC1COCC1 (3-methyltetrahydrofuran), C(C)(=O)OC(C)=O (acetic anhydride), ice, [OH-].[Na+] (sodium hydroxide). Conditions: temperature 70 celsius, time 8 hour. Yields the product CC1COCC1.O1CCCC1 (3-methyltetrahydrofuran tetrahydrofuran). Yield: 154.9%. As a reaction SMILES: [O:1]1[CH2:5][CH2:4][CH2:3][CH2:2]1.[CH3:6][CH:7]1[CH2:11][CH2:10][O:9][CH2:8]1.Cl(O)(=O)(=O)=O.C(OC(=O)C)(=O)C.[OH-].[Na+]>>[CH3:6][CH:7]1[CH2:11][CH2:10][O:9][CH2:8]1.[O:1]1[CH2:5][CH2:4][CH2:3][CH2:2]1 |f:4.5,6.7|. Procedure details: Into a 3,000-ml four-necked flask equipped with a stirrer, a thermometer, and a silica gel tube were introduced 1,200 g (16.64 mol) of tetrahydrofuran and 320 g (3.72 mol) of 3-methyltetrahydrofuran. The contents were cooled to 10° C. with an ice-cooled bath. Thereto was added 53 g of 70 wt % perchloric acid using a dropping funnel. Subsequently, 187 g of acetic anhydride was added thereto using another dropping funnel over a period of about 30 minutes so as not to cause heat generation. A react... Reactants: product A2, C1(=CC=CC=C1)N1CCNCC1 (1-phenylpiperazine), Cl.COC1=CC=C(C=2CC(OC21)(C)C)C2=NN(C([C@@H]1CC=CC[C@H]21)=O)C2=CC=C(C=C2)C(=O)N2CCN(CC2)C\C=C\C2=CC=CC=C2 ((4aS,8aR)-4-(7-methoxy-2,2-dimethyl-2,3-dihydro-benzofuran-4-yl)-2-(4-{1-[4-((E)-3-phenyl-allyl)-piperazin-1-yl]-methanoyl}-phenyl)-4a,5,8,8a-tetrahydro-2H-phthalazin-1-one hydrochloride). Yields the product COC1=CC=C(C=2CC(OC21)(C)C)C2=NN(C([C@@H]1CC=CC[C@H]21)=O)C2=CC=C(C=C2)C(=O)N2CCN(CC2)C2=CC=CC=C2 ((4aS,8aR)-4-(7-Methoxy-2,2-dimethyl-2,3-dihydro-benzofuran-4-yl)-2-{4-[1-(4-phenyl-piperazin-1-yl)-methanoyl]-phenyl}-4a,5,8,8a-tetrahydro-2H-phthalazin-1-one). As a reaction SMILES: [C:1]1([N:7]2[CH2:12][CH2:11][NH:10][CH2:9][CH2:8]2)[CH:6]=[CH:5][CH:4]=[CH:3][CH:2]=1.Cl.[CH3:14][O:15][C:16]1[C:24]2[O:23][C:22]([CH3:26])([CH3:25])[CH2:21][C:20]=2[C:19]([C:27]2[C@@H:36]3[C@@H:31]([CH2:32][CH:33]=[CH:34][CH2:35]3)[C:30](=[O:37])[N:29]([C:38]3[CH:43]=[CH:42][C:41]([C:44](N4CCN(C/C=C/C5C=CC=CC=5)CC4)=[O:45])=[CH:40][CH:39]=3)[N:28]=2)=[CH:18][CH:17]=1>>[CH3:14][O:15][C:16]1[C:24]2[O:23][C:22]([CH3:26])([CH3:25])[CH2:21][C:20]=2[C:19]([C:27]2[C@@H:36]3[C@@H:31]([CH2:32][CH:33]=[CH:34][CH2:35]3)[C:30](=[O:37])[N:29]([C:38]3[CH:43]=[CH:42][C:41]([C:44]([N:10]4[CH2:11][CH2:12][N:7]([C:1]5[CH:6]=[CH:5][CH:4]=[CH:3][CH:2]=5)[CH2:8][CH2:9]4)=[O:45])=[CH:40][CH:39]=3)[N:28]=2)=[CH:18][CH:17]=1 |f:1.2|. Reported procedure: Prepared from intermediate product A2 and 1-phenylpiperazine as described for compound 8. Crystallised from diethyl ether as the free base. M.p. 185–186° C.